From a dataset of the Open Reaction Database (ORD), a public repository of structured organic reaction records. describe an organic reaction: reactants, conditions, products, and yield The reactants are CCOC(C)=O, CCOC(C)=O, Cc1c(C2CC2)nc2ccc([N+](=O)[O-])cn12, Cl, O=C(O)c1ccc(-c2ccc(F)nc2)cc1. The product is Cc1c(C2CC2)nc2ccc(NC(=O)c3ccc(-c4ccc(F)nc4)cc3)cn12, Cl. RXN SMILES: [C:33]([O:34][CH2:35][CH3:36])(=[O:37])[CH3:38].[CH3:40][CH2:41][O:42][C:43](=[O:44])[CH3:45].[CH:1]1([c:4]2[n:5][c:6]3[n:7]([cH:8][c:9]([N+:12]([O-:13])=[O:14])[cH:10][cH:11]3)[c:15]2[CH3:16])[CH2:2][CH2:3]1.[ClH:39].[F:17][c:18]1[cH:19][cH:20][c:21](-[c:24]2[cH:25][cH:26][c:27]([C:30](=[O:31])[OH:32])[cH:28][cH:29]2)[cH:22][n:23]1>>[CH:1]1([c:4]2[n:5][c:6]3[n:7]([cH:8][c:9]([NH:12][C:30]([c:27]4[cH:26][cH:25][c:24](-[c:21]5[cH:20][cH:19][c:18]([F:17])[n:23][cH:22]5)[cH:29][cH:28]4)=[O:31])[cH:10][cH:11]3)[c:15]2[CH3:16])[CH2:2][CH2:3]1.[ClH:39]. The reactants are Br, CC(=O)OCC1OC(OC(C)=O)C(OC(C)=O)C(OC(C)=O)C1OC(C)=O, CC(=O)OC(C)=O, CC(=O)O, CC1CCCCC1, Cc1ccccc1, COC(C)(C)C. The product is CC(=O)OCC1OC(Br)C(OC(C)=O)C(OC(C)=O)C1OC(C)=O. RXN SMILES: [BrH:35].[C:1]([O:2][CH:5]1[CH:6]([O:7][C:8]([CH3:9])=[O:10])[CH:11]([O:12][C:13]([CH3:14])=[O:15])[CH:16]([O:17][C:18]([CH3:19])=[O:20])[CH:21]([CH2:23][O:24][C:25]([CH3:26])=[O:27])[O:22]1)(=[O:3])[CH3:4].[CH3:28][C:29]([O:30][C:31](=[O:32])[CH3:33])=[O:34].[CH3:36][C:37](=[O:38])[OH:39].[CH3:40][CH:41]1[CH2:42][CH2:43][CH2:44][CH2:45][CH2:46]1.[CH3:47][c:48]1[cH:49][cH:50][cH:51][cH:52][cH:53]1.[CH3:54][O:55][C:56]([CH3:57])([CH3:58])[CH3:59]>>[CH:5]1([Br:35])[CH:6]([O:7][C:8]([CH3:9])=[O:10])[CH:11]([O:12][C:13]([CH3:14])=[O:15])[CH:16]([O:17][C:18]([CH3:19])=[O:20])[CH:21]([CH2:23][O:24][C:25]([CH3:26])=[O:27])[O:22]1.